This data is from the Open Reaction Database (ORD), a public repository of structured organic reaction records. The task is: describe an organic reaction: reactants, conditions, products, and yield Starting materials: CCOCC, CC(=O)OC(C)=O, OCCCCCCCl, c1ccncc1. Product: CC(=O)O, OCCCCCCCl. Reaction SMILES: [CH2:22]([O:23][CH2:24][CH3:25])[CH3:26].[CH3:9][C:10](=[O:11])[O:12][C:13](=[O:14])[CH3:15].[Cl:1][CH2:2][CH2:3][CH2:4][CH2:5][CH2:6][CH2:7][OH:8].[cH:16]1[cH:17][cH:18][n:19][cH:20][cH:21]1>>[CH3:9][C:10](=[O:11])[OH:12].[Cl:1][CH2:2][CH2:3][CH2:4][CH2:5][CH2:6][CH2:7][OH:8].